This data is from the Open Reaction Database (ORD), a public repository of structured organic reaction records. The task is: describe an organic reaction: reactants, conditions, products, and yield The reactants are N1(CCCCC1)CC=1C=C(OCCCN)C=CC1 (3-[3-(1-piperidinylmethyl)phenoxy]propylamine), C(=O)[O-].[Na+] (sodium formate). The solvent is C(=O)O (formic acid). Product: N1(CCCCC1)CC=1C=C(OCCCNC=O)C=CC1 (N-[3-[3-(1-piperidinylmethyl)phenoxy]propyl]formamide). The yield is 39.2%. As a reaction SMILES: [N:1]1([CH2:7][C:8]2[CH:9]=[C:10]([CH:16]=[CH:17][CH:18]=2)[O:11][CH2:12][CH2:13][CH2:14][NH2:15])[CH2:6][CH2:5][CH2:4][CH2:3][CH2:2]1.[CH:19]([O-])=[O:20].[Na+]>C(O)=O>[N:1]1([CH2:7][C:8]2[CH:9]=[C:10]([CH:16]=[CH:17][CH:18]=2)[O:11][CH2:12][CH2:13][CH2:14][NH:15][CH:19]=[O:20])[CH2:6][CH2:5][CH2:4][CH2:3][CH2:2]1 |f:1.2|. Reported procedure: A mixture of 1 g of 3-[3-(1-piperidinylmethyl)phenoxy]propylamine, 1 g of sodium formate and 3 ml of formic acid was refluxed for 1 hour, and a greater portion of the solvent was distilled off under reduced pressure, and water was added to the residue. The mixture was alkalized with 4% sodium hydroxide solution. The product was extracted with chloroform. The extract was dried over anhydrous magnesium sulfate. The solvent was distilled off, and the residue was separated and purified by thin-layer... Starting materials: FC=1C(=NC2=CC=CC(=C2N1)C1=CC=2C(NCCC2N1)=O)C (2-(3-fluoro-2-methylquinoxalin-5-yl)-6,7-dihydro-1H-pyrrolo[3,2-c]pyridin-4(5H)-one), CO.C(Cl)Cl (MeOH DCM), CC(C)(CC)N (2-methylbutan-2-amine). Run in CS(=O)C (DMSO). Run at temperature 70 celsius. Yields the product CC1=NC2=CC=CC(=C2N=C1NC(C)(C)CC)C1=CC=2C(NCCC2N1)=O (2-(2-methyl-3-(tert-pentylamino)quinoxalin-5-yl)-6,7-dihydro-1H-pyrrolo[3,2-c]pyridin-4(5H)-one). The yield is 51.9%. RXN SMILES: F[C:2]1[C:3]([CH3:22])=[N:4][C:5]2[C:10]([N:11]=1)=[C:9]([C:12]1[NH:20][C:19]3[CH2:18][CH2:17][NH:16][C:15](=[O:21])[C:14]=3[CH:13]=1)[CH:8]=[CH:7][CH:6]=2.[CH3:23][C:24]([NH2:28])([CH2:26][CH3:27])[CH3:25].CO.C(Cl)Cl>CS(C)=O>[CH3:22][C:3]1[C:2]([NH:28][C:24]([CH2:26][CH3:27])([CH3:25])[CH3:23])=[N:11][C:10]2[C:5](=[CH:6][CH:7]=[CH:8][C:9]=2[C:12]2[NH:20][C:19]3[CH2:18][CH2:17][NH:16][C:15](=[O:21])[C:14]=3[CH:13]=2)[N:4]=1 |f:2.3|. Reported procedure: Prepared similar to that described in Example 131 using 2-(3-fluoro-2-methylquinoxalin-5-yl)-6,7-dihydro-1H-pyrrolo[3,2-c]pyridin-4(5H)-one (Example 126; 48.0 mg, 0.162 mmol) and 2-methylbutan-2-amine (Aldrich; 0.047 mL, 0.405 mmol) in DMSO (1.0 mL), heating 70° C. for 9 h. Chromatographic purification (silica gel, 0-100% EtOAc/hexanes, then 0-10% MeOH/DCM) furnished 2-(2-methyl-3-(tert-pentylamino)quinoxalin-5-yl)-6,7-dihydro-1H-pyrrolo[3,2-c]pyridin-4(5H)-one (30.5 mg, 0.084 mmol, 52% yield) a... Yields the product CC1([C@@H]([C@@H]1/C=C\1/C(OCC1)=O)C(=O)OC)C (methyl (1R,cis) 2,2-dimethyl-3-[(E) (dihydro-2-oxo-3-(2H)-furanylidene)-methyl]-cyclopropane-1-carboxylate). Reactants: CC1([C@@H]([C@@H]1/C=C\1/C(OCC1)=O)C(=O)O)C ((1R,cis) 2,2-dimethyl-3-[(E) (dihydro-2-oxo-3-(2H)-furanylidene)-methyl]-cyclopropane-1-carboxylic acid), C(C)(C)NC(OC)=NC(C)C (methyl N,N'-diisopropylcarbamimidate). Procedure: Using the procedure of Example 17, 3.9 g of (1R,cis) 2,2-dimethyl-3-[(E) (dihydro-2-oxo-3-(2H)-furanylidene)-methyl]-cyclopropane-1-carboxylic acid and 3.5 g of methyl N,N'-diisopropylcarbamimidate were reacted to obtain 1.2 g of methyl (1R,cis) 2,2-dimethyl-3-[(E) (dihydro-2-oxo-3-(2H)-furanylidene)-methyl]-cyclopropane-1-carboxylate with a specific rotation of [α]D20 =+43°±2.5° (c=0.5% in ethanol). The solvent is C(C)O (ethanol). RXN SMILES: [CH3:1][C:2]1([CH3:15])[C@@H:4](/[CH:5]=[C:6]2/[C:7](=[O:11])[O:8][CH2:9][CH2:10]/2)[C@H:3]1[C:12]([OH:14])=[O:13].[CH:16](NC(=NC(C)C)OC)(C)C>C(O)C>[CH3:1][C:2]1([CH3:15])[C@@H:4](/[CH:5]=[C:6]2/[C:7](=[O:11])[O:8][CH2:9][CH2:10]/2)[C@H:3]1[C:12]([O:14][CH3:16])=[O:13]. Isolated yield 28.8%. The reactants are O=C([O-])[O-], CC(C)=O, [O-][Cl+3]([O-])([O-])O, Nc1nc(I)nc2c1ncn2C1OC(CO)C(O)C1O, [Na+], [Na+]. Product: CC1(C)OC2C(CO)OC(n3cnc4c(N)nc(I)nc43)C2O1. RXN SMILES: [C:26](=[O:27])([O-:28])[O-:29].[CH3:32][C:33]([CH3:34])=[O:35].[Cl+3:21]([OH:22])([O-:23])([O-:24])[O-:25].[I:1][c:2]1[n:3][c:4]([NH2:20])[c:5]2[n:6][cH:7][n:8]([CH:9]3[CH:10]([OH:11])[CH:12]([OH:13])[CH:14]([CH2:15][OH:16])[O:17]3)[c:18]2[n:19]1.[Na+:30].[Na+:31]>>[I:1][c:2]1[n:3][c:4]([NH2:20])[c:5]2[n:6][cH:7][n:8]([CH:9]3[CH:10]4[O:11][C:33]([CH3:32])([CH3:34])[O:13][CH:12]4[CH:14]([CH2:15][OH:16])[O:17]3)[c:18]2[n:19]1. Reactants: CN(C)CC1=CC(=CC=C1)[N+](=O)[O-] (N,N-dimethyl-3-nitrobenzylamine), CN(C)CC1=C(N)C=CC=C1 (2-dimethylaminomethylaniline), CN(C)CC1=C(C=CC=C1)[N+](=O)[O-] (N,N-dimethyl-2-nitrobenzylamine), CN(C)CC=1C=C(N)C=CC1 (3-dimethylaminomethylaniline). Product: CN(C)CC1=CC=C(N)C=C1 (4-dimethylaminomethylaniline). As a reaction SMILES: [CH3:1][N:2]([CH2:4][C:5]1[CH:10]=[CH:9][CH:8]=[C:7]([N+]([O-])=O)[CH:6]=1)[CH3:3].C[N:15](CC1C=CC=CC=1[N+]([O-])=O)C.CN(CC1C=C(C=CC=1)N)C.CN(CC1C=CC=CC=1N)C>>[CH3:1][N:2]([CH2:4][C:5]1[CH:10]=[CH:9][C:8]([NH2:15])=[CH:7][CH:6]=1)[CH3:3]. Procedure details: By using N,N-dimethyl-3-nitrobenzylamine or N,N-dimethyl-2-nitrobenzylamine in place of N,N-dimethyl-4-nitrobenzylamine, 3-dimethylaminomethylaniline and 2-dimethylaminomethylaniline are obtained, respectively.